From a dataset of the Open Reaction Database (ORD), a public repository of structured organic reaction records. describe an organic reaction: reactants, conditions, products, and yield Reactants: FC(F)(F)Oc1ccc(Br)cc1, CC(C)C=O, [Mg]. The product is CC(C)C(O)c1ccc(OC(F)(F)F)cc1. Reaction SMILES: [Br:1][c:2]1[cH:3][cH:4][c:5]([O:8][C:9]([F:10])([F:11])[F:12])[cH:6][cH:7]1.[CH:14]([CH:15]([CH3:16])[CH3:17])=[O:18].[Mg:13]>>[c:2]1([CH:14]([CH:15]([CH3:16])[CH3:17])[OH:18])[cH:3][cH:4][c:5]([O:8][C:9]([F:10])([F:11])[F:12])[cH:6][cH:7]1. Reactants: CCOC(C)=O, Cl, N#CCC#N, O, c1cc[nH]c1. The product is N#CCC(=O)c1ccc[nH]1. RXN SMILES: [CH3:12][CH2:13][O:14][C:15](=[O:16])[CH3:17].[ClH:11].[N:6]#[C:7][CH2:8][C:9]#[N:10].[OH2:18].[nH:1]1[cH:2][cH:3][cH:4][cH:5]1>>[nH:1]1[c:2]([C:9]([CH2:8][C:7]#[N:6])=[O:14])[cH:3][cH:4][cH:5]1. Starting materials: O=C([O-])[O-], CCN(CC)CCCl, Cl, [K+], [K+], O=[N+]([O-])c1ccc(O)cc1, CN(C)C=O. The product is CCN(CC)CCOc1ccc([N+](=O)[O-])cc1. As a reaction SMILES: [C:20](=[O:21])([O-:22])[O-:23].[Cl:2][CH2:3][CH2:4][N:5]([CH2:6][CH3:7])[CH2:8][CH3:9].[ClH:1].[K+:24].[K+:25].[N+:10](=[O:11])([O-:12])[c:13]1[cH:14][cH:15][c:16]([OH:19])[cH:17][cH:18]1.[O:26]=[CH:27][N:28]([CH3:29])[CH3:30]>>[CH2:3]([CH2:4][N:5]([CH2:6][CH3:7])[CH2:8][CH3:9])[O:19][c:16]1[cH:15][cH:14][c:13]([N+:10](=[O:11])[O-:12])[cH:18][cH:17]1. Starting materials: CC(=O)O, C1CCOC1, [Li]CCCC, COC(=O)C1(COCc2ccccc2)CC(=O)N(c2c(C)cccc2C)C1, Nc1cc(C(F)(F)F)cc(C(F)(F)F)c1. Yields the product Cc1cccc(C)c1N1CC(COCc2ccccc2)(C(=O)Nc2cc(C(F)(F)F)cc(C(F)(F)F)c2)CC1=O. RXN SMILES: [C:48]([OH:49])(=[O:50])[CH3:51].[CH2:52]1[O:53][CH2:54][CH2:55][CH2:56]1.[CH3:1][CH2:2][CH2:3][CH2:4][Li:5].[CH3:21][O:22][C:23](=[O:24])[C:25]1([CH2:39][O:40][CH2:41][c:42]2[cH:43][cH:44][cH:45][cH:46][cH:47]2)[CH2:26][N:27]([c:31]2[c:32]([CH3:38])[cH:33][cH:34][cH:35][c:36]2[CH3:37])[C:28](=[O:30])[CH2:29]1.[F:6][C:7]([c:8]1[cH:9][c:10]([NH2:11])[cH:12][c:13]([C:15]([F:16])([F:17])[F:18])[cH:14]1)([F:19])[F:20]>>[F:6][C:7]([c:8]1[cH:9][c:10]([NH:11][C:23](=[O:22])[C:25]2([CH2:39][O:40][CH2:41][c:42]3[cH:43][cH:44][cH:45][cH:46][cH:47]3)[CH2:26][N:27]([c:31]3[c:32]([CH3:38])[cH:33][cH:34][cH:35][c:36]3[CH3:37])[C:28](=[O:30])[CH2:29]2)[cH:12][c:13]([C:15]([F:16])([F:17])[F:18])[cH:14]1)([F:19])[F:20].